From a dataset of the Open Reaction Database (ORD), a public repository of structured organic reaction records. describe an organic reaction: reactants, conditions, products, and yield The reactants are C(C1=CC=CC=C1)(=O)N (benzamide), C([O-])([O-])=O.[K+].[K+] (potassium carbonate), [OH-].[K+] (potassium hydroxide), C1=CC=C2C=CC3=CC=CC4=CC=C1C2=C34 (pyrene), [N+](=O)([O-])C1=CC=CC=C1 (nitrobenzene). The solvent is CS(=O)C (DMSO), CS(=O)C (DMSO), C(C)(=O)OCC (ethyl acetate). Conditions: temperature 90 celsius, time 2 hour. Product: [N+](=O)([O-])C1=CC=C(N)C=C1 (4-nitroaniline). As a reaction SMILES: C([NH2:9])(=O)C1C=CC=CC=1.C(=O)([O-])[O-].[K+].[K+].[OH-].[K+].C1C2C3=C4C(=CC=2)C=CC=C4C=CC3=CC=1.[N+:34]([C:37]1[CH:42]=[CH:41][CH:40]=[CH:39][CH:38]=1)([O-:36])=[O:35]>C(OCC)(=O)C.CS(C)=O>[N+:34]([C:37]1[CH:42]=[CH:41][C:40]([NH2:9])=[CH:39][CH:38]=1)([O-:36])=[O:35] |f:1.2.3,4.5|. Reported procedure: A 100 ml three-neck reactor equipped with a condenser and a thermometer was filled with 7.32 g (60 mmol) of benzamide, 1.50 g of potassium carbonate, 3.96 g (60 mmol) of potassium hydroxide, 0.3034 g of pyrene, and 25 g of DMSO. Next, the resulting mixture was stirred under oxygen, and then heated to 90° C. Once the reaction temperature reached 90° C., a mixed solution of 2.48 g (20 mmol) of nitrobenzene and 5 g of DMSO was slowly added dropwise over a period of time of 5 to 10 minutes via a syr... The reactants are C1(CCCCC1)[Mg]Br.O1CCCC1 (cyclohexylmagnesium bromide tetrahydrofuran), O1C(OCC1)C1=CC(=C(S1)CC)C=O (5-(1,3-dioxolan-2-yl)-2-ethylthiophene-3-carbaldehyde), O (Water). Run in O1CCCC1 (tetrahydrofuran). Conditions: time 1.5 hour. The product is C1(CCCCC1)C(O)C1=C(SC(=C1)C1OCCO1)CC (cyclohexyl[5-(1,3-dioxolan-2-yl)-2-ethylthiophen-3-yl]methanol). The yield is 71.0%. As a reaction SMILES: [O:1]1[CH2:5][CH2:4][O:3][CH:2]1[C:6]1[S:10][C:9]([CH2:11][CH3:12])=[C:8]([CH:13]=[O:14])[CH:7]=1.[CH:15]1([Mg]Br)[CH2:20][CH2:19][CH2:18][CH2:17][CH2:16]1.O1CCCC1.O>O1CCCC1>[CH:15]1([CH:13]([C:8]2[CH:7]=[C:6]([CH:2]3[O:3][CH2:4][CH2:5][O:1]3)[S:10][C:9]=2[CH2:11][CH3:12])[OH:14])[CH2:20][CH2:19][CH2:18][CH2:17][CH2:16]1 |f:1.2|. Procedure details: To a solution of 5-(1,3-dioxolan-2-yl)-2-ethylthiophene-3-carbaldehyde (6.36 g) synthesized above in tetrahydrofuran (130 mL) was added dropwise 1.0M cyclohexylmagnesium bromide-tetrahydrofuran solution (40 mL) at 0° C., and the mixture was stirred for 1.5 hr under an argon atmosphere. Water was added to quench the reaction, tetrahydrofuran was evaporated using evaporator, and the mixture was extracted with ethyl acetate. The extract was washed with saturated brine, dried over magnesium sulfate,...